From a dataset of the Open Reaction Database (ORD), a public repository of structured organic reaction records. describe an organic reaction: reactants, conditions, products, and yield The reactants are C1(CCCCC1)N=C=NC1CCCCC1 (N,N′-dicyclohexylcarbodiimide), COC1=CC=C(CSCC(=O)O)C=C1 ((4-Methoxy-benzylsulfanyl)-acetic acid), C1(=CC=CC=C1)[C@@H]1NC(OC1)=O ((S)-(+)-4-Phenyl-2-oxazolidinone). Reagents/catalysts: CN(C)C=1C=CN=CC1 (DMAP). Run in C(Cl)Cl (DCM). Conditions: temperature 0 celsius, time 30 minute. Product: COC1=CC=C(CSCC(=O)N2C(OC[C@@H]2C2=CC=CC=C2)=O)C=C1 ((4S)-3-{[(4-Methoxybenzyl)thio]acetyl}-4-phenyl-1,3-oxazolidin-2-one). As a reaction SMILES: [CH3:1][O:2][C:3]1[CH:14]=[CH:13][C:6]([CH2:7][S:8][CH2:9][C:10]([OH:12])=O)=[CH:5][CH:4]=1.C1(N=C=NC2CCCCC2)CCCCC1.[C:30]1([C@H:36]2[CH2:40][O:39][C:38](=[O:41])[NH:37]2)[CH:35]=[CH:34][CH:33]=[CH:32][CH:31]=1>C(Cl)Cl.CN(C1C=CN=CC=1)C>[CH3:1][O:2][C:3]1[CH:4]=[CH:5][C:6]([CH2:7][S:8][CH2:9][C:10]([N:37]2[C@@H:36]([C:30]3[CH:35]=[CH:34][CH:33]=[CH:32][CH:31]=3)[CH2:40][O:39][C:38]2=[O:41])=[O:12])=[CH:13][CH:14]=1. Procedure details: (4-Methoxy-benzylsulfanyl)-acetic acid (1.3 g, 6.1 mmol) was dissolved in dry DCM (40 ml) and cooled to 0° C. N,N′-dicyclohexylcarbodiimide (6.1 g, 6.1 mmol) and DMAP (1.6 g, 12.9 mmol) were added and the mixture was stirred for 30 minutes. (S)-(+)-4-Phenyl-2-oxazolidinone (1.0 g, 6.1 mol) was added and the mixture was stirred at room temperature for 24 hours. The mixture was filtrated, concentrated under reduced pressure and purified by flash-chromatography (Hex:EtOAc 8:2 then 1:1). This afford... Starting materials: C1COCCN1, CCOCC, Cc1ccccc1, O=[N+]([O-])c1cccc(CCl)c1. The product is O=[N+]([O-])c1cccc(CN2CCOCC2)c1. RXN SMILES: [CH2:1]1[CH2:2][O:3][CH2:4][CH2:5][NH:6]1.[CH3:18][CH2:19][O:20][CH2:21][CH3:22].[CH3:23][c:24]1[cH:25][cH:26][cH:27][cH:28][cH:29]1.[N+:7](=[O:8])([O-:9])[c:10]1[cH:11][c:12]([CH2:13][Cl:14])[cH:15][cH:16][cH:17]1>>[CH2:1]1[CH2:2][O:3][CH2:4][CH2:5][N:6]1[CH2:13][c:12]1[cH:11][c:10]([N+:7](=[O:8])[O-:9])[cH:17][cH:16][cH:15]1.